This data is from the Open Reaction Database (ORD), a public repository of structured organic reaction records. The task is: describe an organic reaction: reactants, conditions, products, and yield Starting materials: C(C)(=O)OCC (Ethyl acetate), O (water), C1(=CC=CC2=CC=CC=C12)CN1CCC(CC1)CN(C1=NC2=C(N1COCC[Si](C)(C)C)C=CC(=C2)C(CC)O)COCC[Si](C)(C)C (1-[2-[(1-naphthalen-1-ylmethyl-piperidin-4-ylmethyl)-(2-trimethylsilanyl-ethoxymethyl)-amino]-1-(2-trimethylsilanyl-ethoxymethyl)-1H-benzimidazol-5-yl]-propan-1-ol). Solvent: CN(C=O)C (dimethylformamide), [F-].C(CCC)[N+](CCCC)(CCCC)CCCC (tetrabutylammonium fluoride). Run at temperature 100 celsius, time 13 hour. Product: C1(=CC=CC2=CC=CC=C12)CN1CCC(CC1)CNC1=NC2=C(N1)C=CC(=C2)C(CC)O (1-{2-[(1-naphthalen-1-ylmethyl-piperidin-4-ylmethyl)-amino]-1H-benzimidazol-5-yl}-propan-1-ol). As a reaction SMILES: [C:1]1([CH2:11][N:12]2[CH2:17][CH2:16][CH:15]([CH2:18][N:19](COCC[Si](C)(C)C)[C:20]3[N:24](COCC[Si](C)(C)C)[C:23]4[CH:33]=[CH:34][C:35]([CH:37]([OH:40])[CH2:38][CH3:39])=[CH:36][C:22]=4[N:21]=3)[CH2:14][CH2:13]2)[C:10]2[C:5](=[CH:6][CH:7]=[CH:8][CH:9]=2)[CH:4]=[CH:3][CH:2]=1.C(OCC)(=O)C.O>CN(C)C=O.[F-].C([N+](CCCC)(CCCC)CCCC)CCC>[C:1]1([CH2:11][N:12]2[CH2:17][CH2:16][CH:15]([CH2:18][NH:19][C:20]3[NH:24][C:23]4[CH:33]=[CH:34][C:35]([CH:37]([OH:40])[CH2:38][CH3:39])=[CH:36][C:22]=4[N:21]=3)[CH2:14][CH2:13]2)[C:10]2[C:5](=[CH:6][CH:7]=[CH:8][CH:9]=2)[CH:4]=[CH:3][CH:2]=1 |f:4.5|. Procedure details: After dissolving 1-[2-[(1-naphthalen-1-ylmethyl-piperidin-4-ylmethyl)-(2-trimethylsilanyl-ethoxymethyl)-amino]-1-(2-trimethylsilanyl-ethoxymethyl)-1H-benzimidazol-5-yl]-propan-1-ol (50 mg, 0.073 mmol) in anhydrous dimethylformamide (2 ml), tetrabutylammonium fluoride (0.5 ml, 1.0 M tetrahydrofuran solution) was added and the mixture was stirred at 100° C. for 13 hours. Ethyl acetate and water were added, after which the aqueous layer was adjusted to pH 11 and extracted with ethyl acetate. The or... Reactants: N1=C(C=CC2=CC=CC=C12)N1CCC(CC1)OC1=NC=CC=C1N1CCC(CC1)C#N (1-(2-((1-(quinolin-2-yl)piperidin-4-yl)oxy)pyridin-3-yl)piperidine-4-carbonitrile), CC(C)C[AlH]CC(C)C (DIBAL-H), C1CCOC1 (THF). Conditions: time 1 hour. The product is N1=C(C=CC2=CC=CC=C12)N1CCC(CC1)OC1=NC=CC=C1N1CCC(CC1)C=O (1-(2-((1-(Quinolin-2-yl)Piperidin-4-yl)Oxy)Pyridin-3-yl)Piperidine-4-Carbaldehyde). Isolated yield 80.0%. Reaction SMILES: [N:1]1[C:10]2[C:5](=[CH:6][CH:7]=[CH:8][CH:9]=2)[CH:4]=[CH:3][C:2]=1[N:11]1[CH2:16][CH2:15][CH:14]([O:17][C:18]2[C:23]([N:24]3[CH2:29][CH2:28][CH:27]([C:30]#N)[CH2:26][CH2:25]3)=[CH:22][CH:21]=[CH:20][N:19]=2)[CH2:13][CH2:12]1.CC(C[AlH]CC(C)C)C.C1C[O:44]CC1>>[N:1]1[C:10]2[C:5](=[CH:6][CH:7]=[CH:8][CH:9]=2)[CH:4]=[CH:3][C:2]=1[N:11]1[CH2:16][CH2:15][CH:14]([O:17][C:18]2[C:23]([N:24]3[CH2:29][CH2:28][CH:27]([CH:30]=[O:44])[CH2:26][CH2:25]3)=[CH:22][CH:21]=[CH:20][N:19]=2)[CH2:13][CH2:12]1. Reported procedure: To a solution of 1-(2-((1-(quinolin-2-yl)piperidin-4-yl)oxy)pyridin-3-yl)piperidine-4-carbonitrile (290 mg, 0.70 mol) in 20 mL of THF was added DIBAL-H (1.4 mol, 1 M in toluene) dropwise at −65° C. The mixture was stirred for 1 hour at RT and then quenched with saturated aqueous NH4Cl. The resulting mixture was extracted with EtOAc (2×20 mL) and the combined organic layers were dried over anhydrous Na2SO4, filtered and concentrated to give the product (0.232 g, 0.56 mmol, 80% yield). ESI-MS (M+1... Starting materials: N#Cc1ccc(F)c(Cc2cccc(Br)n2)c1, O=C([O-])[O-], CCO, Cc1ccccc1, OB(O)c1ccc(F)cc1F, [Na+], [Na+], c1ccc(P(c2ccccc2)(c2ccccc2)[Pd](P(c2ccccc2)(c2ccccc2)c2ccccc2)(P(c2ccccc2)(c2ccccc2)c2ccccc2)P(c2ccccc2)(c2ccccc2)c2ccccc2)cc1. Yields the product N#Cc1ccc(F)c(Cc2cccc(-c3ccc(F)cc3F)n2)c1. Reaction SMILES: [Br:1][c:2]1[cH:3][cH:4][cH:5][c:6]([CH2:8][c:9]2[cH:10][c:11]([C:12]#[N:13])[cH:14][cH:15][c:16]2[F:17])[n:7]1.[C:32](=[O:33])([O-:34])[O-:35].[CH3:29][CH2:30][OH:31].[CH3:38][c:39]1[cH:40][cH:41][cH:42][cH:43][cH:44]1.[F:18][c:19]1[c:20]([B:26]([OH:27])[OH:28])[cH:21][cH:22][c:23]([F:25])[cH:24]1.[Na+:36].[Na+:37].[cH:45]1[cH:46][cH:47][c:48]([P:49]([Pd:50]([P:51]([c:52]2[cH:53][cH:54][cH:55][cH:56][cH:57]2)([c:58]2[cH:59][cH:60][cH:61][cH:62][cH:63]2)[c:64]2[cH:65][cH:66][cH:67][cH:68][cH:69]2)([P:70]([c:71]2[cH:72][cH:73][cH:74][cH:75][cH:76]2)([c:77]2[cH:78][cH:79][cH:80][cH:81][cH:82]2)[c:83]2[cH:84][cH:85][cH:86][cH:87][cH:88]2)[P:89]([c:90]2[cH:91][cH:92][cH:93][cH:94][cH:95]2)([c:96]2[cH:97][cH:98][cH:99][cH:100][cH:101]2)[c:102]2[cH:103][cH:104][cH:105][cH:106][cH:107]2)([c:108]2[cH:109][cH:110][cH:111][cH:112][cH:113]2)[c:114]2[cH:115][cH:116][cH:117][cH:118][cH:119]2)[cH:120][cH:121]1>>[c:2]1(-[c:20]2[c:19]([F:18])[cH:24][c:23]([F:25])[cH:22][cH:21]2)[cH:3][cH:4][cH:5][c:6]([CH2:8][c:9]2[cH:10][c:11]([C:12]#[N:13])[cH:14][cH:15][c:16]2[F:17])[n:7]1. Reactants: ice water, FC(C(=O)O)(F)F (trifluoroacetic acid), C(C)(C)C1=C(C=O)C=CC=C1 (2-isopropylbenzaldehyde), BrNC(CCC(=O)N)=O (N-bromosuccinamide). Solvent: S(O)(O)(=O)=O (sulphuric acid). Conditions: time 2 hour. Product: BrC=1C=CC(=C(C=O)C1)C(C)C (5-bromo-2-isopropylbenzaldehyde). The yield is 58.7%. Reaction SMILES: FC(F)(F)C(O)=O.[CH:8]([C:11]1[CH:18]=[CH:17][CH:16]=[CH:15][C:12]=1[CH:13]=[O:14])([CH3:10])[CH3:9].[Br:19]NC(=O)CCC(N)=O>S(=O)(=O)(O)O>[Br:19][C:16]1[CH:17]=[CH:18][C:11]([CH:8]([CH3:10])[CH3:9])=[C:12]([CH:15]=1)[CH:13]=[O:14]. Reported procedure: To a solution of trifluoroacetic acid (50 ml) and 2-isopropylbenzaldehyde (2.0 g, 13.5 mmol) was added conc. sulphuric acid (98%) (10 ml) at room temperature, followed by N-bromosuccinamide (NBS, 3.6 g 20.2 mmol) in portions. After 2 hrs, the mixture was poured into ice water and extracted with dichloromethane (3×30 mL). The organic layers were combined and neutralized with saturated aqueous sodium bicarbonate, washed with brine (30 mL), dried over sodium sulfate and concentrated. The resulting ... Run in CC(=O)C (acetone). Reaction conditions: time 6 hour. As a reaction SMILES: [C:1](Cl)(=[O:3])[CH3:2].[CH3:5][O:6][C:7]([NH:9][C:10](=[S:27])[NH:11][C:12]1[CH:13]=[C:14]([CH:16]=[CH:17][C:18]=1[NH:19][C:20]([NH:22][C:23]([O:25][CH3:26])=[O:24])=[S:21])[NH2:15])=[O:8].C(=O)(O)[O-].[Na+].O>CC(C)=O>[C:1]([NH:15][C:14]1[CH:16]=[CH:17][C:18]([NH:19][C:20]([NH:22][C:23]([O:25][CH3:26])=[O:24])=[S:21])=[C:12]([NH:11][C:10]([NH:9][C:7]([O:6][CH3:5])=[O:8])=[S:27])[CH:13]=1)(=[O:3])[CH3:2] |f:2.3|. The reactants are O (water), C(C)(=O)Cl (Acetyl chloride), COC(=O)NC(NC=1C=C(N)C=CC1NC(=S)NC(=O)OC)=S (3,4-bis-(3-methoxycarbonyl-2-thioureido)aniline), C([O-])(O)=O.[Na+] (sodium bicarbonate). Reported procedure: Acetyl chloride (1.66 g; 0.0212 mole) was added dropwise during five minutes to a stirred suspension of 3,4-bis-(3-methoxycarbonyl-2-thioureido)aniline (4.0 g; 0.0112 mole) and sodium bicarbonate (1.78 g; 0.0212 mole) in dry acetone (50 ml). The temperature of the reaction mixture rose spontaneously to 30° C. After completion of the addition, the mixture was refluxed with stirring for 6 hours, cooled and poured into water. The solid which separated was filtered off, washed well with water and cr... Yields the product C(C)(=O)NC1=CC(=C(C=C1)NC(=S)NC(=O)OC)NC(=S)NC(=O)OC (4-acetamido-1,2-bis-(3-methoxycarbonyl-2-thioureido)benzene). Reactants: CC(C)Cn1c(CC(C)O)nc2cnc3ccccc3c21, CI, CN(C)C=O, [H-], [Na+]. Yields the product COC(C)Cc1nc2cnc3ccccc3c2n1CC(C)C. Reaction SMILES: [CH3:1][CH:2]([CH2:3][c:4]1[n:5]([CH2:17][CH:18]([CH3:19])[CH3:20])[c:6]2[c:7]([cH:8][n:9][c:10]3[cH:11][cH:12][cH:13][cH:14][c:15]23)[n:16]1)[OH:21].[CH3:24][I:25].[CH3:26][N:27]([CH3:28])[CH:29]=[O:30].[H-:22].[Na+:23]>>[CH3:1][CH:2]([CH2:3][c:4]1[n:5]([CH2:17][CH:18]([CH3:19])[CH3:20])[c:6]2[c:7]([cH:8][n:9][c:10]3[cH:11][cH:12][cH:13][cH:14][c:15]23)[n:16]1)[O:21][CH3:24].